This data is from the Open Reaction Database (ORD), a public repository of structured organic reaction records. The task is: describe an organic reaction: reactants, conditions, products, and yield The reactants are COC1=CC=C(C=C1)C(C)(C)N (1-(4-methoxyphenyl)-1-methylethylamine), COC1=C(C(=O)OC)C=CC=C1 (methyl 2-methoxybenzoate). Yields the product COC1=C(C=CC=C1)C(C)(C)N (1-(2-Methoxyphenyl)-1-methylethylamine). Yield: 81.0%. RXN SMILES: CO[C:3]1[CH:8]=[CH:7][C:6]([C:9]([NH2:12])([CH3:11])[CH3:10])=[CH:5][CH:4]=1.[CH3:13][O:14]C1C=CC=CC=1C(OC)=O>>[CH3:13][O:14][C:5]1[CH:4]=[CH:3][CH:8]=[CH:7][C:6]=1[C:9]([NH2:12])([CH3:10])[CH3:11]. Reported procedure: Following a procedure similar to that described in Preparation 10a, but using methyl 2-methoxybenzoate as a starting material, in a relative amount similar to that used in that Preparation, the title compound was obtained in a yield of 81%. Reaction SMILES: [CH2:1]([CH3:2])[O:3][c:4]1[cH:5][cH:6][c:7]([CH2:10][C:11](=[O:12])[NH:13][c:14]2[c:15]([N+:28]([O-:29])=[O:30])[cH:16][cH:17][c:18]([N:20]([C:21]([CH2:22][CH:23]([CH3:24])[CH3:25])=[O:26])[CH3:27])[cH:19]2)[cH:8][cH:9]1.[CH3:31][CH2:32][O:33][C:34]([CH3:35])=[O:36]>>[CH2:1]([CH3:2])[O:3][c:4]1[cH:5][cH:6][c:7]([CH2:10][C:11](=[O:12])[NH:13][c:14]2[c:15]([NH2:28])[cH:16][cH:17][c:18]([N:20]([C:21]([CH2:22][CH:23]([CH3:24])[CH3:25])=[O:26])[CH3:27])[cH:19]2)[cH:8][cH:9]1. Product: CCOc1ccc(CC(=O)Nc2cc(N(C)C(=O)CC(C)C)ccc2N)cc1. The reactants are CCOc1ccc(CC(=O)Nc2cc(N(C)C(=O)CC(C)C)ccc2[N+](=O)[O-])cc1, CCOC(C)=O. As a reaction SMILES: [Cl:1][C:2]1[CH:3]=[C:4]2[C:9](=[CH:10][CH:11]=1)[N:8]=[CH:7][CH:6]=[C:5]2[CH2:12][N:13]1[C:21]([C:22]2[N:26]([CH3:27])[CH:25]=[C:24]([C:28]([OH:30])=O)[CH:23]=2)=[C:20]2[C:15]([N:16]([CH2:34][CH:35]([CH3:37])[CH3:36])[C:17](=[O:33])[N:18]([CH3:32])[C:19]2=[O:31])=[N:14]1.N.[C:39](P(=O)(OCC)OCC)#[N:40]>>[Cl:1][C:2]1[CH:3]=[C:4]2[C:9](=[CH:10][CH:11]=1)[N:8]=[CH:7][CH:6]=[C:5]2[CH2:12][N:13]1[C:21]([C:22]2[N:26]([CH3:27])[CH:25]=[C:24]([C:28]([NH:40][CH3:39])=[O:30])[CH:23]=2)=[C:20]2[C:15]([N:16]([CH2:34][CH:35]([CH3:36])[CH3:37])[C:17](=[O:33])[N:18]([CH3:32])[C:19]2=[O:31])=[N:14]1. Procedure details: This compound was synthesized by the reaction of 5-{2-[(6-chloroquinolin-4-yl)methyl]-7-isobutyl-5-methyl-4,6-dioxo-4,5,6,7-tetrahydro-2H-pyrazolo[3,4-d]pyrimidin-3-yl}-1-methyl-1H-pyrrole-3-carboxylic acid and ammonia using diethyl cyanophosphonate as a coupling reagent. Mass: 534.17 (M+H). Starting materials: ClC=1C=C2C(=CC=NC2=CC1)CN1N=C2N(C(N(C(C2=C1C1=CC(=CN1C)C(=O)O)=O)C)=O)CC(C)C (5-{2-[(6-chloroquinolin-4-yl)methyl]-7-isobutyl-5-methyl-4,6-dioxo-4,5,6,7-tetrahydro-2H-pyrazolo[3,4-d]pyrimidin-3-yl}-1-methyl-1H-pyrrole-3-carboxylic acid), N (ammonia), C(#N)P(OCC)(OCC)=O (diethyl cyanophosphonate). The product is ClC=1C=C2C(=CC=NC2=CC1)CN1N=C2N(C(N(C(C2=C1C1=CC(=CN1C)C(=O)NC)=O)C)=O)CC(C)C (5-{2-[(6-chloroquinolin-4-yl)methyl]-7-isobutyl-5-methyl-4,6-dioxo-4,5,6,7-tetrahydro-2H-pyrazolo[3,4-d]pyrimidin-3-yl}-N,1-dimethyl-1H-pyrrole-3-carboxamide). Reactants: Cl (Hydrogen chloride), S1(=O)(=O)NC(=O)C2=CC=CC=C12 (saccharin), C(CO)O (ethylene glycol), ice water. Run at temperature 41 celsius, time 65 hour. The product is NS(=O)(=O)C1=C(C(=O)OCCO)C=CC=C1 (2-Aminosulfonylbenzoic acid, 2-hydroxyethyl ester). As a reaction SMILES: Cl.[S:2]1([C:13]2[C:8](=[CH:9][CH:10]=[CH:11][CH:12]=2)[C:6](=[O:7])[NH:5]1)(=[O:4])=[O:3].[CH2:14]([OH:17])[CH2:15][OH:16]>>[NH2:5][S:2]([C:13]1[CH:12]=[CH:11][CH:10]=[CH:9][C:8]=1[C:6]([O:16][CH2:15][CH2:14][OH:17])=[O:7])(=[O:4])=[O:3]. Procedure: Hydrogen chloride gas was passed through a mixture of 54.9 g of saccharin and 500 ml of ethylene glycol for 11/2 hours. The mixture, which had warmed to 41° C., was then stirred at ambient temperature for 65 hours. The resulting solution was poured into 2 liters of ice water and the product extracted with ethyl acetate. The extracts were washed with water, dried (MgSO4), and the solvent removed under reduced pressure to give a colorless oil which slowly crystallized. The white solid was triturat... Reactants: CC1=C(C=CC(=C1)OC)C1=C(C2=C(S1)C=C(C=C2)OC)C(=O)C2=CC=C(C=C2)OCCN2CCCCC2 ([2-(2-Methyl-4-methoxyphenyl)-6-methoxybenzo[b]thien-3-yl][4-[2-(1-piperidinyl)ethoxy]phenyl]methanone), C(C)S (ethanethiol), [Cl-].[Al+3].[Cl-].[Cl-] (aluminum chloride). Solvent: C(Cl)Cl (CH2Cl2). The product is CC1=C(C=CC(=C1)O)C1=C(C2=C(S1)C=C(C=C2)O)C(=O)C2=CC=C(C=C2)OCCN2CCCCC2 ([2-(2-Methyl-4-hydroxyphenyl)-6-hydroxybenzo[b]thien-3-yl][4-[2-(1-piperidinyl)ethoxy]phenyl]methanone). The yield is 27.5%. As a reaction SMILES: [CH3:1][C:2]1[CH:7]=[C:6]([O:8]C)[CH:5]=[CH:4][C:3]=1[C:10]1[S:14][C:13]2[CH:15]=[C:16]([O:19]C)[CH:17]=[CH:18][C:12]=2[C:11]=1[C:21]([C:23]1[CH:28]=[CH:27][C:26]([O:29][CH2:30][CH2:31][N:32]2[CH2:37][CH2:36][CH2:35][CH2:34][CH2:33]2)=[CH:25][CH:24]=1)=[O:22].C(S)C.[Cl-].[Al+3].[Cl-].[Cl-]>C(Cl)Cl>[CH3:1][C:2]1[CH:7]=[C:6]([OH:8])[CH:5]=[CH:4][C:3]=1[C:10]1[S:14][C:13]2[CH:15]=[C:16]([OH:19])[CH:17]=[CH:18][C:12]=2[C:11]=1[C:21]([C:23]1[CH:28]=[CH:27][C:26]([O:29][CH2:30][CH2:31][N:32]2[CH2:37][CH2:36][CH2:35][CH2:34][CH2:33]2)=[CH:25][CH:24]=1)=[O:22] |f:2.3.4.5|. Procedure details: By the method described in Example 2, the product of Example 15 (1.0 g, 1.94 mmol), ethanethiol (0.71 mL, 9.75 mmol), and aluminum chloride (1.81 g, 13.57 mmol) were stirred in anhydrous CH2Cl2 (40 mL). Purification by chromatography (silica gel, 5-10% MeOH in CH2Cl2), provided 260 mg (27%) of the title product as a dark yellow foam: 1H NMR d 1.47 (m, 2H), 1.61 (m, 4H), 2.13 (s, 3H), 2.55 (m, 4H), 2.77 (t, J=5.5 Hz, 2H), 4.09 (t, J=5.5 Hz, 2H), 4.87 (s, 2H), 6.45 (m, 2H), 6.77 (d, J=8.7 Hz, 2H),... Starting materials: O1CCC(CC1)C=1C(=NC=CN1)OC1=CC=C(N)C=C1 (4-(3-(tetrahydro-2H-pyran-4-yl)pyrazin-2-yloxy)aniline), ClC=1NC2=C(N1)C=CC=C2 (2-chlorobenzimidazole), crude product. Run in CC(C)O (IPA). Run at temperature 170 celsius. Yields the product O1CCC(CC1)C=1C(=NC=CN1)OC1=CC=C(C=C1)NC1=NC2=C(N1)C=CC=C2 (N-(4-(3-(tetrahydro-2H-pyran-4-yl)pyrazin-2-yloxy)phenyl)-1H-benzo[d]imidazol-2-amine). As a reaction SMILES: [O:1]1[CH2:6][CH2:5][CH:4]([C:7]2[C:8]([O:13][C:14]3[CH:20]=[CH:19][C:17]([NH2:18])=[CH:16][CH:15]=3)=[N:9][CH:10]=[CH:11][N:12]=2)[CH2:3][CH2:2]1.Cl[C:22]1[NH:23][C:24]2[CH:30]=[CH:29][CH:28]=[CH:27][C:25]=2[N:26]=1>CC(O)C>[O:1]1[CH2:2][CH2:3][CH:4]([C:7]2[C:8]([O:13][C:14]3[CH:20]=[CH:19][C:17]([NH:18][C:22]4[NH:26][C:25]5[CH:27]=[CH:28][CH:29]=[CH:30][C:24]=5[N:23]=4)=[CH:16][CH:15]=3)=[N:9][CH:10]=[CH:11][N:12]=2)[CH2:5][CH2:6]1. Procedure details: A glass microwave reaction vessel was charged with 4-(3-(tetrahydro-2H-pyran-4-yl)pyrazin-2-yloxy)aniline (0.1536 g, 0.566 mmol) and 2-chlorobenzimidazole (0.095 g, 0.623 mmol) in IPA. The reaction mixture was stirred and heated in a Biotage Initiator microwave reactor at 170° C. for 30 min. The crude product was adsorbed onto a plug of silica gel and chromatographed through a Biotage pre-packed silica gel column (40S), eluting with a gradient of 1% to 5% MeOH in DCM, to provide N-(4-(3-(tetrahy... The reactants are C(C1=CC=CC=C1)(=O)N1C(=C(C2=CC(=CC=C12)OCC1=CC=CC=C1)CCN1C(CCCC1)CC1CCCCC1)C (1-benzoyl-3-[2-(2-cyclohexylmethylpiperidino)ethyl]-5-benzyloxy-2-methylindole), [H][H] (hydrogen). The reagents and catalysts are [Pd] (palladium-on-charcoal). The product is C(C1=CC=CC=C1)(=O)N1C(=C(C2=CC(=CC=C12)O)CCN1C(CCCC1)CC1CCCCC1)C (1-benzoyl-3-[2-(2-cyclohexylmethylpiperidino)ethyl]-5-hydroxy-2-methylindole). RXN SMILES: [C:1]([N:9]1[C:17]2[C:12](=[CH:13][C:14]([O:18]CC3C=CC=CC=3)=[CH:15][CH:16]=2)[C:11]([CH2:26][CH2:27][N:28]2[CH2:33][CH2:32][CH2:31][CH2:30][CH:29]2[CH2:34][CH:35]2[CH2:40][CH2:39][CH2:38][CH2:37][CH2:36]2)=[C:10]1[CH3:41])(=[O:8])[C:2]1[CH:7]=[CH:6][CH:5]=[CH:4][CH:3]=1.[H][H]>[Pd]>[C:1]([N:9]1[C:17]2[C:12](=[CH:13][C:14]([OH:18])=[CH:15][CH:16]=2)[C:11]([CH2:26][CH2:27][N:28]2[CH2:33][CH2:32][CH2:31][CH2:30][CH:29]2[CH2:34][CH:35]2[CH2:40][CH2:39][CH2:38][CH2:37][CH2:36]2)=[C:10]1[CH3:41])(=[O:8])[C:2]1[CH:3]=[CH:4][CH:5]=[CH:6][CH:7]=1. Reported procedure: Catalytic reduction of the 1-benzoyl-3-[2-(2-cyclohexylmethylpiperidino)ethyl]-5-benzyloxy-2-methylindole described above in Example 53 with hydrogen over a palladium-on-charcoal catalyst at about 50 pounds p.s.i.g. pressure affords 1-benzoyl-3-[2-(2-cyclohexylmethylpiperidino)ethyl]-5-hydroxy-2-methylindole. Reactants: NC=1C(=CC2=CC=CC=C2C1)O (3-amino-2-naphthol), COC1=CC=C(C(C(=O)O)O)C=C1 (4-methoxymandelic acid), ClC1=C(C=CC=C1)Cl (1,2-dichlorobenzene), [N+](=O)([O-])C1=CC=CC=C1 (nitrobenzene), C(C)O (ethanol). Product: COC1=CC=C(C=C1)C=1COC2=C3NCC(=C3C3=C(C12)C=CC=C3)C3=CC=C(C=C3)OC (1,6-di(4-methoxyphenyl)-4,5-dihydro-2H-3-oxa-4-azabenz-[e]-as-indacene). RXN SMILES: [NH2:1][C:2]1[C:3]([OH:12])=[CH:4][C:5]2[C:10]([CH:11]=1)=[CH:9][CH:8]=[CH:7][CH:6]=2.[CH3:13][O:14][C:15]1[CH:25]=[CH:24][C:18]([CH:19](O)[C:20](O)=O)=[CH:17][CH:16]=1.Cl[C:27]1[CH:32]=[CH:31][CH:30]=[CH:29][C:28]=1Cl.[N+]([C:37]1[CH:42]=CC=CC=1)([O-])=O.[CH2:43]([OH:45])C>>[CH3:13][O:14][C:15]1[CH:25]=[CH:24][C:18]([C:19]2[CH2:20][O:12][C:3]3[C:4]=2[C:5]2[CH:6]=[CH:7][CH:8]=[CH:9][C:10]=2[C:11]2[C:2]=3[NH:1][CH2:42][C:37]=2[C:27]2[CH:32]=[CH:31][C:30]([O:45][CH3:43])=[CH:29][CH:28]=2)=[CH:17][CH:16]=1. Procedure details: A mixture of 1.6 parts of 3-amino-2-naphthol, 5.46 parts of 4-methoxymandelic acid and 25 parts of 1,2-dichlorobenzene is heated under reflux for 20 hours when 2.5 parts of nitrobenzene are added and heating is continued for a further 11/2 hours. After cooling, the mixture is diluted with 50 parts of ethanol. The highly crystalline product is isolated by filtration to give 1,6-di(4-methoxyphenyl)-4,5-dihydro-2H-3-oxa-4-azabenz-[e]-as-indacene having m.p. 340° C. The dyestuff dissolves in chlorof... The reactants are ClC1=C(C=C(C=C1N1CC(N(CC1)C1COC1)CF)C#N)NC1=NN2C(C(=N1)N(CC1=CC=C(C=C1)OC)C1CC1)=NC=C2C#N ((+/−)2-((2-chloro-5-cyano-3-(3-(fluoromethyl)-4-(oxetan-3-yl)piperazin-1-yl)phenyl)amino)-4-(cyclopropyl(4-methoxybenzyl)amino)imidazo[2,1-f][1,2,4]triazine-7-carbonitrile), C(=O)(C(F)(F)F)O (TFA), C(=O)(C(F)(F)F)O (TFA), C1(=CC=CC=C1)OC (anisole), C(=O)(C(F)(F)F)O (TFA). Solvent: ClCCCl (DCE). Reaction conditions: time 8 hour. The product is ClC1=C(C=C(C=C1N1CC(N(CC1)C1COC1)CF)C#N)NC1=NN2C(C(=N1)NC1CC1)=NC=C2C#N ((+/−)2-((2-chloro-5-cyano-3-(3-(fluoromethyl)-4-(oxetan-3-yl)piperazin-1-yl)phenyl)amino)-4-(cyclopropylamino)imidazo[2,1-f][1,2,4]triazine-7-carbonitrile). RXN SMILES: [Cl:1][C:2]1[C:7]([N:8]2[CH2:13][CH2:12][N:11]([CH:14]3[CH2:17][O:16][CH2:15]3)[CH:10]([CH2:18][F:19])[CH2:9]2)=[CH:6][C:5]([C:20]#[N:21])=[CH:4][C:3]=1[NH:22][C:23]1[N:28]=[C:27]([N:29]([CH:39]2[CH2:41][CH2:40]2)CC2C=CC(OC)=CC=2)[C:26]2=[N:42][CH:43]=[C:44]([C:45]#[N:46])[N:25]2[N:24]=1.C1(OC)C=CC=CC=1.C(O)(C(F)(F)F)=O>ClCCCl>[Cl:1][C:2]1[C:7]([N:8]2[CH2:13][CH2:12][N:11]([CH:14]3[CH2:15][O:16][CH2:17]3)[CH:10]([CH2:18][F:19])[CH2:9]2)=[CH:6][C:5]([C:20]#[N:21])=[CH:4][C:3]=1[NH:22][C:23]1[N:28]=[C:27]([NH:29][CH:39]2[CH2:40][CH2:41]2)[C:26]2=[N:42][CH:43]=[C:44]([C:45]#[N:46])[N:25]2[N:24]=1. Procedure: (+/−)2-((2-chloro-5-cyano-3-(3-(fluoromethyl)-4-(oxetan-3-yl)piperazin-1-yl)phenyl)amino)-4-(cyclopropyl(4-methoxybenzyl)amino)imidazo[2,1-f][1,2,4]triazine-7-carbonitrile (131 mg, 0.204 mmol) was taken up in DCE (2 mL) and anisole (0.067 mL, 0.611 mmol) was added, followed by TFA (0.314 mL, 4.07 mmol). The reaction was stirred at room temperature overnight. An additional 40 eq. of TFA was added and the reaction was stirred for 2 h, then an additional 60 eq. of TFA and was added, followed by sti... Reactants: FC1=C(C=C2C=CC=NC2=C1)CN1N=NC2=NC=C(N=C21)C(C)=O (1-[3-(7-fluoro-quinolin-6-ylmethyl)-3H-[1,2,3]triazolo[4,5-b]pyrazin-5-yl]-ethanone), C(C)(=O)NN (acetic acid hydrazide). Product: FC1=C(C=C2C=CC=NC2=C1)CN1N=NC2=NC=C(N=C21)\C(\C)=N\NC(C)=O (Acetic acid [1-[3-(7-fluoro-quinolin-6-ylmethyl)-3H-[1,2,3]triazolo[4,5-b]pyrazin-5-yl]-eth-(E)-ylidene]-hydrazide). The yield is 89.6%. Reaction SMILES: [F:1][C:2]1[CH:11]=[C:10]2[C:5]([CH:6]=[CH:7][CH:8]=[N:9]2)=[CH:4][C:3]=1[CH2:12][N:13]1[C:21]2[C:16](=[N:17][CH:18]=[C:19]([C:22](=O)[CH3:23])[N:20]=2)[N:15]=[N:14]1.[C:25]([NH:28][NH2:29])(=[O:27])[CH3:26]>>[F:1][C:2]1[CH:11]=[C:10]2[C:5]([CH:6]=[CH:7][CH:8]=[N:9]2)=[CH:4][C:3]=1[CH2:12][N:13]1[C:21]2[C:16](=[N:17][CH:18]=[C:19](/[C:22](=[N:29]/[NH:28][C:25](=[O:27])[CH3:26])/[CH3:23])[N:20]=2)[N:15]=[N:14]1. Procedure details: The title compound (30.5 mg, 82%) was synthesized from 1-[3-(7-fluoro-quinolin-6-ylmethyl)-3H-[1,2,3]triazolo[4,5-b]pyrazin-5-yl]-ethanone (30.0 mg, 0.09 mmol) and acetic acid hydrazide (23.0 mg, 0.28 mmol) using the same procedure as described in the synthesis of example 72. 1H-NMR (400 MHz, DMSO-d6) δ ppm 10.83 (bs, 1H), 9.46 (s, 1H), 8.93 (dd, 1H), 8.40 (d, 1H), 8.19 (d, 1H), 7.81 (d, 1H), 7.53 (dd, 1H), 6.22 (s, 2H), 2.34, 2.14 (s, 6H). LCMS (method A): [MH]+=379, tR=2.07 min.